This data is from the Open Reaction Database (ORD), a public repository of structured organic reaction records. The task is: describe an organic reaction: reactants, conditions, products, and yield Starting materials: Brc1ccsc1, C#CCO, CC(C)NC(C)C, [Cl-], [Cu]I. The product is OCC#Cc1ccsc1. Reaction SMILES: [Br:2][c:3]1[cH:4][s:5][cH:6][cH:7]1.[CH2:8]([C:9]#[CH:10])[OH:11].[CH:12]([NH:13][CH:14]([CH3:15])[CH3:16])([CH3:17])[CH3:18].[Cl-:1].[Cu:19][I:20]>>[c:3]1([C:10]#[C:9][CH2:8][OH:11])[cH:4][s:5][cH:6][cH:7]1.